Dataset: the Open Reaction Database (ORD), a public repository of structured organic reaction records. Task: describe an organic reaction: reactants, conditions, products, and yield The reactants are C([O-])(O)=O.[Na+] (sodium bicarbonate), C(C)(=O)C1=C(C=CC=C1)N1N=C2C(=CN(C=3C=CC=CC23)CC2=CC=C(C=C2)N2N=CC=C2)C1=O (2-(2-acetylphenyl)-5-{[4-(1H-pyrazol-1-yl)phenyl]methyl}-2,5-dihydro-3H-pyrazolo[4,3-c]quinolin-3-one), C[Mg]Br (Methylmagnesium bromide), C[Mg]Br (methylmagnesium bromide), O (water). As a reaction SMILES: [C:1]([C:4]1[CH:9]=[CH:8][CH:7]=[CH:6][C:5]=1[N:10]1[C:34](=[O:35])[C:13]2=[CH:14][N:15]([CH2:22][C:23]3[CH:28]=[CH:27][C:26]([N:29]4[CH:33]=[CH:32][CH:31]=[N:30]4)=[CH:25][CH:24]=3)[C:16]3[CH:17]=[CH:18][CH:19]=[CH:20][C:21]=3[C:12]2=[N:11]1)(=[O:3])[CH3:2].[CH3:36][Mg]Br.C(=O)(O)[O-].[Na+].O>ClCCl>[OH:3][C:1]([C:4]1[CH:9]=[CH:8][CH:7]=[CH:6][C:5]=1[N:10]1[C:34](=[O:35])[C:13]2=[CH:14][N:15]([CH2:22][C:23]3[CH:28]=[CH:27][C:26]([N:29]4[CH:33]=[CH:32][CH:31]=[N:30]4)=[CH:25][CH:24]=3)[C:16]3[CH:17]=[CH:18][CH:19]=[CH:20][C:21]=3[C:12]2=[N:11]1)([CH3:36])[CH3:2] |f:2.3|. Reported procedure: 2-(2-acetylphenyl)-5-{[4-(1H-pyrazol-1-yl)phenyl]methyl}-2,5-dihydro-3H-pyrazolo[4,3-c]quinolin-3-one (Example 532, 77 mg, 0.17 mmol) was dissolved in dichloromethane (5 mL) and cooled to −78° C. Methylmagnesium bromide (0.056 mL, 3 M diethyl ether solution, 0.17 mmol, 1 equiv) was added dropwise and the mixture was stirred for 30 minutes at −78° C. Additional methylmagnesium bromide (0.057 mL, 3 M diethyl ether solution, 0.17 mmol, 1 equiv) was added and the mixture was stirred for an additiona... Reaction conditions: temperature -78 celsius, time 30 minute. Run in ClCCl (dichloromethane). The product is OC(C)(C)C1=C(C=CC=C1)N1N=C2C(=CN(C=3C=CC=CC23)CC2=CC=C(C=C2)N2N=CC=C2)C1=O (2-[2-(1-Hydroxy-1-methylethyl)phenyl]-5-{[4-(1H-pyrazol-1-yl)phenyl]methyl}-2,5-dihydro-3H-pyrazolo[4,3-c]quinolin-3-one). Starting materials: BrBr, COc1ccccc1C#N, ClC(Cl)Cl. The product is COc1ccc(Br)cc1C#N. RXN SMILES: [Br:1][Br:2].[CH3:3][O:4][c:5]1[c:6]([C:7]#[N:8])[cH:9][cH:10][cH:11][cH:12]1.[Cl:13][CH:14]([Cl:15])[Cl:16]>>[Br:1][c:10]1[cH:9][c:6]([C:7]#[N:8])[c:5]([O:4][CH3:3])[cH:12][cH:11]1.